Dataset: the Open Reaction Database (ORD), a public repository of structured organic reaction records. Task: describe an organic reaction: reactants, conditions, products, and yield Reactants: ClC=1C=CC2=C(N=C(S2)SCCNC(=NCC)NC#N)C1 (N-(5-chlorobenzothiazol-2-yl)thioethyl--N'-cyano--N"-ethylguanidine), ClC1=CC(=CC=C1)C(=O)OO (m-chloroperbenzoic acid). Solvent: C(Cl)Cl (methylene chloride). Conditions: time 2 hour. The product is ClC=1C=CC2=C(N=C(S2)S(=O)CCNC(=NCC)NC#N)C1 (N-(5-chlorobenzothiazol-2-yl)sulfinylethyl--N'-cyano--N"-ethylguanidine). The yield is 95.3%. Reaction SMILES: [Cl:1][C:2]1[CH:3]=[CH:4][C:5]2[S:9][C:8]([S:10][CH2:11][CH2:12][NH:13][C:14]([NH:18][C:19]#[N:20])=[N:15][CH2:16][CH3:17])=[N:7][C:6]=2[CH:21]=1.ClC1C=CC=C(C(OO)=[O:30])C=1>C(Cl)Cl>[Cl:1][C:2]1[CH:3]=[CH:4][C:5]2[S:9][C:8]([S:10]([CH2:11][CH2:12][NH:13][C:14]([NH:18][C:19]#[N:20])=[N:15][CH2:16][CH3:17])=[O:30])=[N:7][C:6]=2[CH:21]=1. Procedure details: Dissolved in 8 ml of methylene chloride were 0.20 g (0.59 mmol) of the compound obtained in Example 27, and 0.15 g (0.59 mmol) of m-chloroperbenzoic acid with a 70% purity were added to the solution, which was stirred at room temperature for 2 hours. The solvent was removed in vacuo and the residue was purified by silica gel chromatography to obtain 0.20 g of white crystalline powders (95% yield).